The task is: describe an organic reaction: reactants, conditions, products, and yield. This data is from the Open Reaction Database (ORD), a public repository of structured organic reaction records. Starting materials: COC(=O)c1ccc(OC(=O)C(C)(C)C)cc1 (substrate), O=C(Cc1ccccc1)c2ccccc2 (effective_coupling_partner). Reagents/catalysts: dcypt. Conditions: temperature 150 celsius, time 24 hour. Yields the product COC(=O)c3ccc(C(C(=O)c1ccccc1)c2ccccc2)cc3. Reactants: C(C1=CC=CC=C1)NC(C1=NC(=CC=C1O)C=1C(=CC2=C(C(=C(O2)C2=CC=C(C=C2)F)C(NC)=O)C1)N(S(=O)(=O)C)C)=O (N-benzyl-6-(2-(4-fluorophenyl)-3-(methylcarbamoyl)-6-(N-methylmethylsulfonamido)benzofuran-5-yl)-3-hydroxypicolinamide), C(=O)([O-])[O-].[Cs+].[Cs+] (Cs2CO3), ClCI (chloroiodomethane). The solvent is CN(C)C=O (DMF). Run at temperature 110 celsius, time 0.5 hour. Product: C(C1=CC=CC=C1)N1COC2=C(C1=O)N=C(C=C2)C=2C(=CC1=C(C(=C(O1)C1=CC=C(C=C1)F)C(=O)NC)C2)N(S(=O)(=O)C)C (5-(3-benzyl-4-oxo-3,4-dihydro-2H-pyrido[2,3-e][1,3]oxazin-6-yl)-2-(4-fluorophenyl)-N-methyl-6-(N-methylmethylsulfonamido)benzofuran-3-carboxamide). Isolated yield 19.1%. Reaction SMILES: [CH2:1]([NH:8][C:9](=[O:43])[C:10]1[C:15]([OH:16])=[CH:14][CH:13]=[C:12]([C:17]2[C:18]([N:37]([CH3:42])[S:38]([CH3:41])(=[O:40])=[O:39])=[CH:19][C:20]3[O:24][C:23]([C:25]4[CH:30]=[CH:29][C:28]([F:31])=[CH:27][CH:26]=4)=[C:22]([C:32](=[O:35])[NH:33][CH3:34])[C:21]=3[CH:36]=2)[N:11]=1)[C:2]1[CH:7]=[CH:6][CH:5]=[CH:4][CH:3]=1.[C:44]([O-])([O-])=O.[Cs+].[Cs+].ClCI>CN(C=O)C>[CH2:1]([N:8]1[C:9](=[O:43])[C:10]2[N:11]=[C:12]([C:17]3[C:18]([N:37]([CH3:42])[S:38]([CH3:41])(=[O:40])=[O:39])=[CH:19][C:20]4[O:24][C:23]([C:25]5[CH:30]=[CH:29][C:28]([F:31])=[CH:27][CH:26]=5)=[C:22]([C:32]([NH:33][CH3:34])=[O:35])[C:21]=4[CH:36]=3)[CH:13]=[CH:14][C:15]=2[O:16][CH2:44]1)[C:2]1[CH:7]=[CH:6][CH:5]=[CH:4][CH:3]=1 |f:1.2.3|. Reported procedure: To a solution of N-benzyl-6-(2-(4-fluorophenyl)-3-(methylcarbamoyl)-6-(N-methylmethylsulfonamido)benzofuran-5-yl)-3-hydroxypicolinamide (100 mg, 0.17 mmol) and Cs2CO3 (117 mg, 0.33 mmol) in DMF (20 mL) was added chloroiodomethane (47 mg, 0.25 mmol) dropwise at 110° C. under N2. The mixture was stirred at 110° C. for 0.5 hour. Then the mixture was concentrated and extracted with EtOAc. The combined organic phase was washed with brine, dried over Na2SO4 and concentrated. The residue was purified b... The reactants are BrC1=CC=C(C=C1)C1=NSC2=C1C=CC(=C2)O (3-(4-bromo-phenyl)-benzo[d]isothiazol-6-ol), BrCCBr (1,2-dibromoethane). Product: BrCCOC1=CC2=C(C(=NS2)C2=CC=C(C=C2)Br)C=C1 (6-(2-Bromo-ethoxy)-3-(4-bromo-phenyl)-benzo[d]isothiazole). RXN SMILES: [Br:1][C:2]1[CH:7]=[CH:6][C:5]([C:8]2[C:12]3[CH:13]=[CH:14][C:15]([OH:17])=[CH:16][C:11]=3[S:10][N:9]=2)=[CH:4][CH:3]=1.[Br:18][CH2:19][CH2:20]Br>>[Br:18][CH2:19][CH2:20][O:17][C:15]1[CH:14]=[CH:13][C:12]2[C:8]([C:5]3[CH:4]=[CH:3][C:2]([Br:1])=[CH:7][CH:6]=3)=[N:9][S:10][C:11]=2[CH:16]=1. Procedure details: In analogy to example 2.1, 3-(4-bromo-phenyl)-benzo[d]isothiazol-6-ol and 1,2-dibromoethane were converted to yield 6-(2-Bromo-ethoxy)-3-(4-bromo-phenyl)-benzo[d]isothiazole as off-white solid, 105° C., MS: 411 (M, 2Br). Reactants: BrC1=NC=CC=C1 (2-bromopyridine), C(CC#C)C=1SC2=C(N1)C(=CC=C2Cl)C (2-but-3-ynyl-7-chloro-4-methyl-benzo[d]thiazole). The product is ClC1=CC=C(C=2N=C(SC21)CCC#CC2=NC=CC=C2)C (7-chloro-4-methyl-2-(4-(pyridin-2-yl)but-3-ynyl)benzo[d]thiazole). The yield is 7.2%. Reaction SMILES: Br[C:2]1[CH:7]=[CH:6][CH:5]=[CH:4][N:3]=1.[CH2:8]([C:12]1[S:13][C:14]2[C:20]([Cl:21])=[CH:19][CH:18]=[C:17]([CH3:22])[C:15]=2[N:16]=1)[CH2:9][C:10]#[CH:11]>>[Cl:21][C:20]1[C:14]2[S:13][C:12]([CH2:8][CH2:9][C:10]#[C:11][C:2]3[CH:7]=[CH:6][CH:5]=[CH:4][N:3]=3)=[N:16][C:15]=2[C:17]([CH3:22])=[CH:18][CH:19]=1. Procedure details: The title compound was prepared in accordance with the general method of Example 1, from 2-bromopyridine (20 mg, 0.13 mmol) and 2-but-3-ynyl-7-chloro-4-methyl-benzo[d]thiazole (30 mg, 0.13 mmol). The crude residue was purified by flash chromatography (DCM/MeOH 99:1 to 98:2) to yield 2.9 mg (9.3 μmol, 7%) of 7-chloro-4-methyl-2-(4-(pyridin-2-yl)but-3-ynyl)benzo[d]thiazole as a brown oil. Reactants: [H-].[Na+] (NaH), C(C1=CC=CC=C1)OC1=CC=C(C=C1)O (4-benzyloxyphenol), ClC1=NC=CC(=N1)Cl (2,4-dichloropyrimidine). Solvent: CN(C)C=O (DMF). Run at time 2 hour. The product is C(C1=CC=CC=C1)OC1=CC=C(OC2=NC(=NC=C2)Cl)C=C1 (4-(4-Benzyloxy-phenoxy)-2-chloro-pyrimidine). As a reaction SMILES: [H-].[Na+].[CH2:3]([O:10][C:11]1[CH:16]=[CH:15][C:14]([OH:17])=[CH:13][CH:12]=1)[C:4]1[CH:9]=[CH:8][CH:7]=[CH:6][CH:5]=1.[Cl:18][C:19]1[N:24]=[C:23](Cl)[CH:22]=[CH:21][N:20]=1>CN(C=O)C>[CH2:3]([O:10][C:11]1[CH:12]=[CH:13][C:14]([O:17][C:21]2[CH:22]=[CH:23][N:24]=[C:19]([Cl:18])[N:20]=2)=[CH:15][CH:16]=1)[C:4]1[CH:5]=[CH:6][CH:7]=[CH:8][CH:9]=1 |f:0.1|. Reported procedure: To a stirred RT slurry of NaH (0.5 g of 60% oil dispersion, 12.6 mmol) in 15 mL DMF was added 4-benzyloxyphenol (2.40 g, 12.0 mmol). The mixture was stirred for 10 min before 2,4-dichloropyrimidine (1.79 g, 12.0 mmol) was added. A mild exotherm occurred. The reaction was stirred for 2 h and quenched with saturated aqueous NaHCO3. The reaction was diluted with EtOAc, the layers were separated, and the organic layer was washed twice with 2 N NaOH, once with brine, then dried over Na2SO4. The organ...